This data is from the Open Reaction Database (ORD), a public repository of structured organic reaction records. The task is: describe an organic reaction: reactants, conditions, products, and yield Reactants: C1(=CC=CC2=CC=CC=C12)CCC(=O)OCC (ethyl 3-(naphth-1-yl)propanoate), [H-].[Al+3].[Li+].[H-].[H-].[H-] (lithium aluminum hydride), C(C)(=O)OCC (ethyl acetate). Run in C(C)OCC (diethyl ether), C(C)OCC (diethyl ether). Conditions: time 1 hour. The product is C1(=CC=CC2=CC=CC=C12)CCCO (3-(naphth-1-yl)propanol). The yield is 100.1%. As a reaction SMILES: [H-].[Al+3].[Li+].[H-].[H-].[H-].[C:7]1([CH2:17][CH2:18][C:19](OCC)=[O:20])[C:16]2[C:11](=[CH:12][CH:13]=[CH:14][CH:15]=2)[CH:10]=[CH:9][CH:8]=1.C(OCC)(=O)C>C(OCC)C>[C:7]1([CH2:17][CH2:18][CH2:19][OH:20])[C:16]2[C:11](=[CH:12][CH:13]=[CH:14][CH:15]=2)[CH:10]=[CH:9][CH:8]=1 |f:0.1.2.3.4.5|. Procedure: Under a nitrogen atmosphere, a mixture of 1.3 grams (0.033 mole) of lithium aluminum hydride in 40 mL of diethyl ether was stirred for one hour. The mixture was then cooled, and a solution of 10.0 grams (0.044 mole) of ethyl 3-(naphth-1-yl)propanoate in 35 mL of diethyl ether was added dropwise at a rate to keep the reaction mixture temperature below 25° C. Upon completion of addition, the reaction mixture was allowed to warm to ambient temperature where it was stirred for one hour. The reaction... Starting materials: ClC=1C=NC=C(C1CC1=NN=C(C2=CC(=CC=C12)OC)NCCC)Cl ([4-(3,5-dichloro-pyridin-4-ylmethyl)-7-methoxy-phthalazin-1-yl]-propyl-amine), C(=O)([O-])[O-].[K+].[K+] (K2CO3), CI (methyl iodide). Run in CN(C)C=O (DMF). Reaction conditions: temperature 50 celsius. Yields the product ClC=1C=NC=C(C1CC1=NN=C(C2=CC(=CC=C12)OC)N(C)C)Cl ([4-(3,5-Dichloro-pyridin-4-ylmethyl)-7-methoxy-phthalazin-1-yl]-dimethyl-amine). Isolated yield 48.8%. As a reaction SMILES: [Cl:1][C:2]1[CH:3]=[N:4][CH:5]=[C:6]([Cl:25])[C:7]=1[CH2:8][C:9]1[C:18]2[C:13](=[CH:14][C:15]([O:19][CH3:20])=[CH:16][CH:17]=2)[C:12]([NH:21][CH2:22]CC)=[N:11][N:10]=1.[C:26]([O-])([O-])=O.[K+].[K+].CI>CN(C=O)C>[Cl:1][C:2]1[CH:3]=[N:4][CH:5]=[C:6]([Cl:25])[C:7]=1[CH2:8][C:9]1[C:18]2[C:13](=[CH:14][C:15]([O:19][CH3:20])=[CH:16][CH:17]=2)[C:12]([N:21]([CH3:26])[CH3:22])=[N:11][N:10]=1 |f:1.2.3|. Reported procedure: At room temperature a solution of [4-(3,5-dichloro-pyridin-4-ylmethyl)-7-methoxy-phthalazin-1-yl]-propyl-amine (3.5 g, 5.64 mmoles), prepared as described in example 78, in DMF (35 ml) was stirred under N2, then added with K2CO3 (0.78 g, 5.64 mmoles) and methyl iodide (0.35 ml, 5.64 mmoles). The mixture was heated at 50° C. and after 20 hours was dried and partitioned between water and CH2Cl2. The organic phase was washed with water, anhydrified and concentrated to give an oil which was flash ch... Starting materials: O=C1N(C2=CC=C(C=C2C=C1)C(F)(F)F)CC(=O)O (2-(2-oxo-6-(trifluoromethyl)quinolin-1(2H)-yl)acetic acid), NC1=C(C(=CS1)C#N)N1N=NC=C1 (5-amino-4-(1H-1,2,3-triazol-1-yl)thiophene-3-carbonitrile). Yields the product C(#N)C=1C(=C(SC1)NC(CN1C(C=CC2=CC(=CC=C12)C(F)(F)F)=O)=O)N1N=NC=C1 (N-(4-Cyano-3-(1H-1,2,3-triazol-1-yl)thiophen-2-yl)-2-(2-oxo-6-(trifluoromethyl)quinolin-1(2H)-yl)acetamide). As a reaction SMILES: [O:1]=[C:2]1[CH:11]=[CH:10][C:9]2[C:4](=[CH:5][CH:6]=[C:7]([C:12]([F:15])([F:14])[F:13])[CH:8]=2)[N:3]1[CH2:16][C:17]([OH:19])=O.[NH2:20][C:21]1[S:25][CH:24]=[C:23]([C:26]#[N:27])[C:22]=1[N:28]1[CH:32]=[CH:31][N:30]=[N:29]1>>[C:26]([C:23]1[C:22]([N:28]2[CH:32]=[CH:31][N:30]=[N:29]2)=[C:21]([NH:20][C:17](=[O:19])[CH2:16][N:3]2[C:4]3[C:9](=[CH:8][C:7]([C:12]([F:15])([F:14])[F:13])=[CH:6][CH:5]=3)[CH:10]=[CH:11][C:2]2=[O:1])[S:25][CH:24]=1)#[N:27]. Procedure: The title compound was prepared from 2-(2-oxo-6-(trifluoromethyl)quinolin-1(2H)-yl)acetic acid (0.072 g, 0.27 mmol) and 5-amino-4-(1H-1,2,3-triazol-1-yl)thiophene-3-carbonitrile (0.025 g, 0.13 mmol) according to protocol A. The crude product was purified by prep HPLC. LCMS retention time (min)=5.505, method [7], MS(ESI) 445.1 (M+H). 1H NMR (CDCl3) δ 11.17 (s, 1H), 8.41 (s, 1H), 7.91-7.87 (m, 3H), 7.79 (d, J=9.0 Hz, 1H), 7.67 (s, 1H), 7.48 (d, J=9.0 Hz, 1H), 5.26 (s, 2H). Reactants: [Mg] (magnesium), steel, C(CC)O (propan-1-ol). The product is C(CC)[O-].C(CC)[O-].[Mg+2] (Magnesium di-n-propanolate). As a reaction SMILES: [Mg:1].[CH2:2]([OH:5])[CH2:3][CH3:4]>>[CH2:2]([O-:5])[CH2:3][CH3:4].[CH2:2]([O-:5])[CH2:3][CH3:4].[Mg+2:1] |f:2.3.4|. Reported procedure: 112 g of magnesium turnings and 3 000 g of propan-1-ol are initially introduced into a 10 l steel autoclave. Reaction is performed for a total of 5 hours at 188° C. and a pressure of 38 bar. Then n-propanol is removed by distillation at a temperature of 80° C. and a pressure of about 50 mbar. The alkoxide is then dried at 80° C. and a pressure of <1 mbar. The product still contains a proportion of metallic magnesium amounting to 0.04 wt. %.